This data is from the Open Reaction Database (ORD), a public repository of structured organic reaction records. The task is: describe an organic reaction: reactants, conditions, products, and yield Reactants: FC1=CC=C(C#N)C=C1 (4-fluorobenzonitrile), OC1(C#N)C(C(=CC=C1)F)O (1,2-dihydroxy-3-fluorobenzonitrile). The product is C(#N)C1=CC=C(OC2=C(C(=CC=C2)F)OC2=CC=C(C=C2)C#N)C=C1 (1,2-bis-(4-cyanophenoxy)-3-fluorobenzene). Isolated yield 89.4%. As a reaction SMILES: F[C:2]1[CH:9]=[CH:8][C:5]([C:6]#[N:7])=[CH:4][CH:3]=1.[OH:10][C:11]1([CH:18]=[CH:17][CH:16]=[C:15]([F:19])[CH:14]1[OH:20])C#N>>[C:6]([C:5]1[CH:8]=[CH:9][C:2]([O:10][C:11]2[CH:18]=[CH:17][CH:16]=[C:15]([F:19])[C:14]=2[O:20][C:2]2[CH:9]=[CH:8][C:5]([C:6]#[N:7])=[CH:4][CH:3]=2)=[CH:3][CH:4]=1)#[N:7]. Procedure: The compound 1,2-bis-(4-cyanophenoxy)-3-fluoro-benzene was prepared according to the procedure described in Example 1 by reacting 4-fluorobenzonitrile with 1,2-dihydroxy-3-fluorobenzonitrile. The product was recrystallized from ethanol/water (4:1). The yield was 89.4% of the title compound with the formula: ##STR8## Starting materials: C1CC(=O)N(C1=O)Cl (NCS), S1N(C=CC2=C1C=CC=C2)S(=O)(=O)C2=C(C(N(C=C2)CC(=O)OCC)=O)N(C(=O)OC(C)(C)C)C(=O)OC(C)(C)C (4-(2-benzothiazinylsulfonyl)-3-(N,N-di-t-butoxycarbonylamino)-1-ethyloxycarbonylmethyl-2-pyridinone), C(C)(=O)O (acetic acid). Reagents/catalysts: [Zn] (Zinc). The solvent is C(Cl)Cl (methylene chloride), C(C)O (ethanol). Reaction conditions: time 16 hour. Product: ClS(=O)(=O)C1=C(C(N(C=C1)CC(=O)OCC)=O)N(C(=O)OC(C)(C)C)C(=O)OC(C)(C)C (4-Chlorosulfonyl-3-(N,N-di-t-butoxycarbonylamino)-1-ethyloxycarbonylmethyl-2-pyridinone), S1C=NC2=C1C=CC=C2 (benzothiazole). RXN SMILES: [S:1]1[C:6]2[CH:7]=[CH:8][CH:9]=[CH:10][C:5]=2C=CN1[S:11]([C:14]1[CH:19]=[CH:18][N:17]([CH2:20][C:21]([O:23][CH2:24][CH3:25])=[O:22])[C:16](=[O:26])[C:15]=1[N:27]([C:35]([O:37][C:38]([CH3:41])([CH3:40])[CH3:39])=[O:36])[C:28]([O:30][C:31]([CH3:34])([CH3:33])[CH3:32])=[O:29])(=[O:13])=[O:12].C(O)(=O)C.C1C(=O)[N:50]([Cl:53])[C:48](=O)C1>C(O)C.C(Cl)Cl.[Zn]>[Cl:53][S:11]([C:14]1[CH:19]=[CH:18][N:17]([CH2:20][C:21]([O:23][CH2:24][CH3:25])=[O:22])[C:16](=[O:26])[C:15]=1[N:27]([C:35]([O:37][C:38]([CH3:41])([CH3:40])[CH3:39])=[O:36])[C:28]([O:30][C:31]([CH3:34])([CH3:33])[CH3:32])=[O:29])(=[O:13])=[O:12].[S:1]1[C:6]2[CH:7]=[CH:8][CH:9]=[CH:10][C:5]=2[N:50]=[CH:48]1. Procedure: Zinc powder (6.93 g, 106 mmol) was added to a stirred mixture of 4-(2-benzothiazinylsulfonyl)-3-(N,N-di-t-butoxycarbonylamino)-1-ethyloxycarbonylmethyl-2-pyridinone (3.94 g, 6.48 mmol) and acetic acid (8.73 mL) in ethanol (63 mL). After 16 h, the reaction mixture was filtered and evaporated in vacuo at rt. NCS (0.952 g, 7.13 mmol) was added to a stirred mixture of this residue in methylene chloride (100 mL) at -5° C. After 15 min the reaction was warmed to rt and after a further 40 min the react... The reactants are BrC1=CN(C=2N=CN=C(C21)N2C[C@@H](N(CC2)C(=O)NC2=CC(=CC=C2)C(NC(C)C)=O)C)S(=O)(=O)C2=CC=CC=C2 ((S)-4-(5-bromo-7-(phenylsulfonyl)-7H-pyrrolo[2,3-d]pyrimidin-4-yl)-N-(3-(isopropylcarbamoyl)phenyl)-2-methylpiperazine-1-carboxamide), CN(C)C=O (DMF). The reagents and catalysts are [C-]#N.[C-]#N.[Zn+2] (Zn(CN)2), C=1C=CC(=CC1)[P](C=2C=CC=CC2)(C=3C=CC=CC3)[Pd]([P](C=4C=CC=CC4)(C=5C=CC=CC5)C=6C=CC=CC6)([P](C=7C=CC=CC7)(C=8C=CC=CC8)C=9C=CC=CC9)[P](C=1C=CC=CC1)(C=1C=CC=CC1)C=1C=CC=CC1 (Pd(PPh3)4). Reaction conditions: temperature 150 celsius. Yields the product C(#N)C1=CNC=2N=CN=C(C21)N2C[C@@H](N(CC2)C(=O)NC2=CC(=CC=C2)C(NC(C)C)=O)C ((S)-4-(5-cyano-7H-pyrrolo[2,3-d]pyrimidin-4-yl)-N-(3-(isopropylcarbamoyl)phenyl)-2-methylpiperazine-1-carboxamide). Reaction SMILES: Br[C:2]1[C:10]2[C:9]([N:11]3[CH2:16][CH2:15][N:14]([C:17]([NH:19][C:20]4[CH:25]=[CH:24][CH:23]=[C:22]([C:26](=[O:31])[NH:27][CH:28]([CH3:30])[CH3:29])[CH:21]=4)=[O:18])[C@@H:13]([CH3:32])[CH2:12]3)=[N:8][CH:7]=[N:6][C:5]=2[N:4](S(C2C=CC=CC=2)(=O)=O)[CH:3]=1.[CH3:42][N:43](C=O)C>[C-]#N.[C-]#N.[Zn+2].C1C=CC([P]([Pd]([P](C2C=CC=CC=2)(C2C=CC=CC=2)C2C=CC=CC=2)([P](C2C=CC=CC=2)(C2C=CC=CC=2)C2C=CC=CC=2)[P](C2C=CC=CC=2)(C2C=CC=CC=2)C2C=CC=CC=2)(C2C=CC=CC=2)C2C=CC=CC=2)=CC=1>[C:42]([C:2]1[C:10]2[C:9]([N:11]3[CH2:16][CH2:15][N:14]([C:17]([NH:19][C:20]4[CH:25]=[CH:24][CH:23]=[C:22]([C:26](=[O:31])[NH:27][CH:28]([CH3:30])[CH3:29])[CH:21]=4)=[O:18])[C@@H:13]([CH3:32])[CH2:12]3)=[N:8][CH:7]=[N:6][C:5]=2[NH:4][CH:3]=1)#[N:43] |f:2.3.4,^1:55,57,76,95|. Procedure details: To a solution of (S)-4-(5-bromo-7-(phenylsulfonyl)-7H-pyrrolo[2,3-d]pyrimidin-4-yl)-N-(3-(isopropylcarbamoyl)-phenyl)-2-methylpiperazine-1-carboxamide from step D (70 mg, 0.11 mmol) in DMF (2 ml) was added Zn(CN)2 (26 mg, 0.22 mmol) and Pd(PPh3)4 (13 mg, 0.011 mmol). The mixture was heated at 150° C. for 3 min via microwave, cooled to room temperature, and filtered through a pad of celite. The solution was concentrated under vacuum, and the residue was treated with NaOH and MeOH for 2 hrs. The p... The reactants are Cc1oc(C(C)(C)C)nc1CCl, O=C([O-])[O-], CCOC(Cc1ccc(O)cc1Cl)C(=O)OC, [Cs+], [Cs+], [I-], [K+]. Product: CCOC(Cc1ccc(OCc2nc(C(C)(C)C)oc2C)cc1Cl)C(=O)OC. As a reaction SMILES: [C:18]([CH3:19])([CH3:20])([CH3:21])[c:22]1[o:23][c:24]([CH3:29])[c:25]([CH2:27][Cl:28])[n:26]1.[C:30](=[O:31])([O-:32])[O-:33].[CH3:1][O:2][C:3]([CH:4]([CH2:5][c:6]1[c:7]([Cl:13])[cH:8][c:9]([OH:12])[cH:10][cH:11]1)[O:14][CH2:15][CH3:16])=[O:17].[Cs+:34].[Cs+:35].[I-:37].[K+:36]>>[CH3:1][O:2][C:3]([CH:4]([CH2:5][c:6]1[c:7]([Cl:13])[cH:8][c:9]([O:12][CH2:27][c:25]2[c:24]([CH3:29])[o:23][c:22]([C:18]([CH3:19])([CH3:20])[CH3:21])[n:26]2)[cH:10][cH:11]1)[O:14][CH2:15][CH3:16])=[O:17]. Reactants: COC(=O)C(NC(=O)c1ccccc1I)c1ccccc1I, [K+], CC(=O)[O-], CN(C)C=O. Yields the product COC(=O)C1NC(=O)c2ccccc2-c2ccccc21. RXN SMILES: [CH3:1][O:2][C:3]([CH:4]([c:5]1[c:6]([I:20])[cH:7][cH:8][cH:9][cH:10]1)[NH:12][C:13]([c:14]1[c:15]([I:11])[cH:16][cH:17][cH:18][cH:19]1)=[O:21])=[O:22].[K+:27].[O-:23][C:24]([CH3:25])=[O:26].[O:28]=[CH:29][N:30]([CH3:31])[CH3:32]>>[CH3:1][O:2][C:3]([CH:4]1[c:5]2[c:6]([cH:7][cH:8][cH:9][cH:10]2)-[c:15]2[c:14]([cH:19][cH:18][cH:17][cH:16]2)[C:13](=[O:21])[NH:12]1)=[O:22]. The reactants are Cn1ccc(S(=O)(=O)N(Cc2ccccc2)c2ccc3c(c2)CCN(C(=O)OC(C)(C)C)C3)n1, ClCCl, O=C(O)C(F)(F)F. The product is Cn1ccc(S(=O)(=O)N(Cc2ccccc2)c2ccc3c(c2)CCNC3)n1. As a reaction SMILES: [C:8]([O:9][C:10](=[O:11])[N:15]1[CH2:16][c:17]2[cH:18][cH:19][c:20]([N:25]([S:26](=[O:27])(=[O:28])[c:29]3[n:30][n:31]([CH3:34])[cH:32][cH:33]3)[CH2:35][c:36]3[cH:37][cH:38][cH:39][cH:40][cH:41]3)[cH:21][c:22]2[CH2:23][CH2:24]1)([CH3:12])([CH3:13])[CH3:14].[Cl:42][CH2:43][Cl:44].[OH:1][C:2]([C:3]([F:4])([F:5])[F:6])=[O:7]>>[NH:15]1[CH2:16][c:17]2[cH:18][cH:19][c:20]([N:25]([S:26](=[O:27])(=[O:28])[c:29]3[n:30][n:31]([CH3:34])[cH:32][cH:33]3)[CH2:35][c:36]3[cH:37][cH:38][cH:39][cH:40][cH:41]3)[cH:21][c:22]2[CH2:23][CH2:24]1.